Task: describe an organic reaction: reactants, conditions, products, and yield. Dataset: the Open Reaction Database (ORD), a public repository of structured organic reaction records The reactants are [Si](C)(C)(C(C)(C)C)O[C@H](C)[C@@H]1[C@H]2CC(=CC=C(N2C1=O)C(=O)OCC1=CC=C(C=C1)[N+](=O)[O-])SC (4-nitrobenzyl (7R,8S)-8-[(1R)-1-(tert-butyldimethylsilyloxy)ethyl]-5-methylthio-9-oxo-1-azabicyclo [5.2.0]non-2,4-diene-2-carboxylate), C(C)(=O)O (acetic acid), [F-].C(CCC)[N+](CCCC)(CCCC)CCCC (tetrabutylammonium fluoride), solution. Solvent: anhydride THF, C(C)(=O)OCC (ethyl acetate), O1CCCC1 (tetrahydrofuran). Conditions: time 3 day. Product: O[C@H](C)[C@@H]1[C@H]2CC(=CC=C(N2C1=O)C(=O)OCC1=CC=C(C=C1)[N+](=O)[O-])SC (4-nitrobenzyl (7R,8S)-8-[(1R)-1-hydroxyethyl]-5-methylthio-9-oxo-1-azabicyclo-[5.2.0]non-2,4-diene-2-carboxylate). Yield: 61.5%. Reaction SMILES: [Si]([O:8][C@@H:9]([C@H:11]1[C:19](=[O:20])[N:18]2[C@@H:12]1[CH2:13][C:14]([S:34][CH3:35])=[CH:15][CH:16]=[C:17]2[C:21]([O:23][CH2:24][C:25]1[CH:30]=[CH:29][C:28]([N+:31]([O-:33])=[O:32])=[CH:27][CH:26]=1)=[O:22])[CH3:10])(C(C)(C)C)(C)C.C(O)(=O)C.[F-].C([N+](CCCC)(CCCC)CCCC)CCC>O1CCCC1.C(OCC)(=O)C>[OH:8][C@@H:9]([C@H:11]1[C:19](=[O:20])[N:18]2[C@@H:12]1[CH2:13][C:14]([S:34][CH3:35])=[CH:15][CH:16]=[C:17]2[C:21]([O:23][CH2:24][C:25]1[CH:26]=[CH:27][C:28]([N+:31]([O-:33])=[O:32])=[CH:29][CH:30]=1)=[O:22])[CH3:10] |f:2.3|. Procedure details: To a solution of 4-nitrobenzyl (7R,8S)-8-[(1R)-1-(tert-butyldimethylsilyloxy)ethyl]-5-methylthio-9-oxo-1-azabicyclo [5.2.0]non-2,4-diene-2-carboxylate (213 mg, 0.41 mmol) in anhydride THF (8 ml) was added acetic acid (0.35 ml) and a 1.1M solution in tetrahydrofuran of tetrabutylammonium fluoride (1.9 ml; 2.04 mmol). After stirring for 3 days at ambient temperature, the reaction mixture was diluted with ethyl acetate (20 ml) and then washed with an 5% aqueous solution of NaHCO3 and water. After e... Conditions: time 72 hour. Reaction SMILES: [Br:1][C:2]1[C:10]([CH2:11][N:12]2[CH2:17][CH2:16][O:15][CH2:14][CH2:13]2)=[CH:9][C:5]([C:6]([OH:8])=O)=[C:4](O)[CH:3]=1.[C:19](=[O:22])([O-])[O-].[K+].[K+].[CH2:25](Br)[C:26]1[CH:31]=[CH:30][CH:29]=[CH:28][CH:27]=1.[OH2:33]>CN(C)C=O.C(OCC)(=O)C>[Br:1][C:2]1[C:10]([CH2:11][N:12]2[CH2:17][CH2:16][O:15][CH2:14][CH2:13]2)=[CH:9][C:5]([C:6]([O:8][CH2:25][C:26]2[CH:31]=[CH:30][CH:29]=[CH:28][CH:27]=2)=[O:33])=[C:4]([O:22][CH2:19][C:2]2[CH:10]=[CH:9][CH:5]=[CH:4][CH:3]=2)[CH:3]=1 |f:1.2.3|. Yields the product BrC1=CC(=C(C(=O)OCC2=CC=CC=C2)C=C1CN1CCOCC1)OCC1=CC=CC=C1 (Phenylmethyl 4-bromo-5-(4-morpholinylmethyl)-2-[(phenylmethyl)oxy]benzoate). Reported procedure: To a solution of 4-bromo-2-hydroxy-5-(4-morpholinylmethyl)benzoic acid (may be prepared as described in Description 33; 302 mg, 0.96 mmol) in N,N-dimethylformamide (5 ml) was added potassium carbonate (396 mg, 2.87 mmol) and benzyl bromide (0.25 ml, 2.10 mmol). The mixture was stirred at room temperature for 72 hours. Water (10 ml) and ethyl acetate (20 ml) was added and the organic layer was separated, washed with water (3×10 ml), dried (MgSO4) and the solvent removed in vacuo. Purified by SP4 ... The solvent is C(C)(=O)OCC (ethyl acetate), CN(C=O)C (N,N-dimethylformamide). Reactants: O (Water), BrC1=CC(=C(C(=O)O)C=C1CN1CCOCC1)O (4-bromo-2-hydroxy-5-(4-morpholinylmethyl)benzoic acid), C([O-])([O-])=O.[K+].[K+] (potassium carbonate), C(C1=CC=CC=C1)Br (benzyl bromide).